Task: describe an organic reaction: reactants, conditions, products, and yield. Dataset: the Open Reaction Database (ORD), a public repository of structured organic reaction records Reactants: C(C)(C)(C)C=1C=C(C=O)C=CC1N(CC(C)C)CC (3-tert-butyl-4-(ethylisobutylamino)benzaldehyde), solution, C(#C)[Mg]Br (ethynylmagnesium bromide). The product is C(C)(C)(C)C=1C=C(C=CC1N(CC(C)C)CC)C(C#C)O (1-[3-tert-butyl-4-(ethylisobutyl-amino)phenyl]prop-2-yn-1-ol), oil. Yield: 81.0%. RXN SMILES: [C:1]([C:5]1[CH:6]=[C:7]([CH:10]=[CH:11][C:12]=1[N:13]([CH2:18][CH3:19])[CH2:14][CH:15]([CH3:17])[CH3:16])[CH:8]=[O:9])([CH3:4])([CH3:3])[CH3:2].[C:20]([Mg]Br)#[CH:21]>>[C:1]([C:5]1[CH:6]=[C:7]([CH:8]([OH:9])[C:20]#[CH:21])[CH:10]=[CH:11][C:12]=1[N:13]([CH2:18][CH3:19])[CH2:14][CH:15]([CH3:16])[CH3:17])([CH3:4])([CH3:3])[CH3:2]. Procedure details: In a manner analogous to example 1 e, the process is carried out by a reaction of 800 mg (3 mmol) of 3-tert-butyl-4-(ethylisobutylamino)benzaldehyde with 8 ml (4 mmol) of a 0.5M solution of ethynylmagnesium bromide. 700 mg of 1-[3-tert-butyl-4-(ethylisobutyl-amino)phenyl]prop-2-yn-1-ol are obtained in the form of a colourless oil (yield=81%). Starting materials: [H-].[Na+] (sodium hydride), C1(CCC(N1)=O)=O (succinimide), Cl.N1=CC=C(C=C1)CCl (4-Picolyl chloride hydrochloride), crude product, C1CCCCC1 (cyclohexane). Solvent: CN(C)C=O (DMF). Reaction conditions: time 2 day. The product is N1=CC=C(C=C1)CN1C(CCC1=O)=O (1-(4-Pyridinylmethyl)-2,5-pyrrolidinedione). RXN SMILES: [H-].[Na+].[C:3]1(=[O:9])[NH:7][C:6](=[O:8])[CH2:5][CH2:4]1.Cl.[N:11]1[CH:16]=[CH:15][C:14]([CH2:17]Cl)=[CH:13][CH:12]=1.C1CCCCC1>CN(C=O)C>[N:11]1[CH:16]=[CH:15][C:14]([CH2:17][N:7]2[C:6](=[O:8])[CH2:5][CH2:4][C:3]2=[O:9])=[CH:13][CH:12]=1 |f:0.1,3.4|. Reported procedure: A suspension of sodium hydride (17.6 g, 0.44 mol) in DMF (500 mL) was stirred with ice bath cooling as succinimide (29.73 g, 0.3 mol) was cautiously added. 4-Picolyl chloride hydrochloride (32.81 g, 0.2 mol) was then added cautiously with vigorous stirring. The mixture was stirred at room temperature for 1 day and then at 100° C. for 2 days. The mixture was then cooled and filtered. The filtrate was concentrated in vacuo to give a black oil. This dark crude product was stirred four times with bo... The reactants are BrC1=C(CCC1)N1C2=C(C=3C=C(C=CC13)C)CN(CC2)C (5-(2-bromocyclopent-1-enyl)-2,8-dimethyl-2,3,4,5-tetrahydro-1H-pyrido[4,3-b]indole), C1(=CC=CC2=CC=CC=C12)B(O)O (naphthalene-1-boronic acid), C([O-])([O-])=O.[K+].[K+] (potassium carbonate), COCCOC (1,2-dimethoxyethane). Reagents/catalysts: C=1C=CC(=CC1)[P](C=2C=CC=CC2)(C=3C=CC=CC3)[Pd]([P](C=4C=CC=CC4)(C=5C=CC=CC5)C=6C=CC=CC6)([P](C=7C=CC=CC7)(C=8C=CC=CC8)C=9C=CC=CC9)[P](C=1C=CC=CC1)(C=1C=CC=CC1)C=1C=CC=CC1 (Pd(PPh3)4). Run in O (water). Conditions: temperature 90 celsius, time 45 minute. Yields the product CN1CC2=C(N(C=3C=CC(=CC23)C)C2=C(CCC2)C2=CC=CC3=CC=CC=C23)CC1 (2,8-dimethyl-5-(2-(naphthalen-1-yl)cyclopent-1-enyl)-2,3,4,5-tetrahydro-1H-pyrido[4,3-b]indole). Reaction SMILES: Br[C:2]1[CH2:6][CH2:5][CH2:4][C:3]=1[N:7]1[C:15]2[CH:14]=[CH:13][C:12]([CH3:16])=[CH:11][C:10]=2[C:9]2[CH2:17][N:18]([CH3:21])[CH2:19][CH2:20][C:8]1=2.[C:22]1(B(O)O)[C:31]2[C:26](=[CH:27][CH:28]=[CH:29][CH:30]=2)[CH:25]=[CH:24][CH:23]=1.C(=O)([O-])[O-].[K+].[K+].COCCOC>C1C=CC([P]([Pd]([P](C2C=CC=CC=2)(C2C=CC=CC=2)C2C=CC=CC=2)([P](C2C=CC=CC=2)(C2C=CC=CC=2)C2C=CC=CC=2)[P](C2C=CC=CC=2)(C2C=CC=CC=2)C2C=CC=CC=2)(C2C=CC=CC=2)C2C=CC=CC=2)=CC=1.O>[CH3:21][N:18]1[CH2:19][CH2:20][C:8]2[N:7]([C:3]3[CH2:4][CH2:5][CH2:6][C:2]=3[C:22]3[C:31]4[C:26](=[CH:27][CH:28]=[CH:29][CH:30]=4)[CH:25]=[CH:24][CH:23]=3)[C:15]3[CH:14]=[CH:13][C:12]([CH3:16])=[CH:11][C:10]=3[C:9]=2[CH2:17]1 |f:2.3.4,^1:50,52,71,90|. Procedure: A solution of 5-(2-bromocyclopent-1-enyl)-2,8-dimethyl-2,3,4,5-tetrahydro-1H-pyrido[4,3-b]indole (100 mg, 0.29 mmol), naphthalene-1-boronic acid (99 mg, 0.575 mmol) and potassium carbonate (120 mg, 0.87 mmol) in mixture of 1,2-dimethoxyethane (4 mL)-water (2 mL) was purged with nitrogen followed by addition of Pd(PPh3)4 (16 mg, 0.0147 mmol). The reaction mixture was stirred at 90° C. for 45 min. The solvent was removed under reduced pressure, residue diluted with water (20 mL) and extracted with... The product is COC(=O)c1ccc(NC(=O)c2ccc3c(c2)OC(F)(F)O3)cc1OC. The reactants are O=C(O)c1ccc2c(c1)OC(F)(F)O2, COC(=O)c1ccc(N)cc1OC. The reagents and catalysts are [B-](F)(F)(F)F.CN(C)C(=[N+](C)C)ON1C(=O)C2=CC=CC=C2N=N1 (TDBTU), CCN(C(C)C)C(C)C (DIPEA). The yield is 2.7%. As a reaction SMILES: COC(=O)c1ccc(N)cc1OC.O=C(O)c1ccc2c(c1)OC(F)(F)O2.[B-](F)(F)(F)F.CN(C)C(=[N+](C)C)ON1C(=O)C2=CC=CC=C2N=N1.CCN(C(C)C)C(C)C.CN(C)C=O>>COC(=O)c1ccc(NC(=O)c2ccc3c(c2)OC(F)(F)O3)cc1OC. The solvent is CN(C)C=O (DMF), CN(C)C=O (DMF), CN(C)C=O (DMF), CN(C)C=O (DMF), CN(C)C=O (DMF), CN(C)C=O (DMF). Conditions: temperature 25 celsius, time 2 hour. The reactants are ClN1C(CCC1=O)=O (N-Chlorosuccinimide), C(CCC)C1C(C2=CC=C(C=C2C1)OC)=O (2-butyl-5-methoxy-1-indanone). The solvent is CN(C=O)C (dimethylformamide), CCOC(=O)C (EtOAc). Run at time 8 hour. The product is C(CCC)C1C(C2=CC=C(C(=C2C1)Cl)OC)=O (2-butyl-4-chloro-5-methoxy-1-indanone). Yield: 15.4%. RXN SMILES: [Cl:1]N1C(=O)CCC1=O.[CH2:9]([CH:13]1[CH2:21][C:20]2[C:15](=[CH:16][CH:17]=[C:18]([O:22][CH3:23])[CH:19]=2)[C:14]1=[O:24])[CH2:10][CH2:11][CH3:12]>CN(C)C=O.CCOC(C)=O>[CH2:9]([CH:13]1[CH2:21][C:20]2[C:15](=[CH:16][CH:17]=[C:18]([O:22][CH3:23])[C:19]=2[Cl:1])[C:14]1=[O:24])[CH2:10][CH2:11][CH3:12]. Procedure: N-Chlorosuccinimide (505 mg, 3.8 mmol) was added to a solution of 2-butyl-5-methoxy-1-indanone (825 mg, 3.8 mmol) in anhydrous dimethylformamide (3.8 mL) and the resulting solution was stirred under nitrogen and at room temperature overnight. The reaction mixture was diluted with EtOAc (50 mL), washed with 5% aqueous NaHCO3 (20 ml), water (3×50 mL) and brine (10 mL), dried over MgSO4, filtered, and evaporated under vacuum. The residue was purified by column chromatography on EM silica gel 60 (23... Reactants: [BH4-], CO, O=Cc1cc([N+](=O)[O-])ccc1F, [Na+]. Product: O=[N+]([O-])c1ccc(F)c(CO)c1. As a reaction SMILES: [BH4-:1].[CH3:15][OH:16].[F:3][c:4]1[c:5]([CH:6]=[O:7])[cH:8][c:9]([N+:12](=[O:13])[O-:14])[cH:10][cH:11]1.[Na+:2]>>[F:3][c:4]1[c:5]([CH2:6][OH:7])[cH:8][c:9]([N+:12](=[O:13])[O-:14])[cH:10][cH:11]1. The reactants are CCCCCCN(CCc1ccccc1)C(=O)COc1ccc(CC(OCC)C(=O)OCC)cc1, C1CCOC1, Cl, [Li+], [OH-]. The product is CCCCCCN(CCc1ccccc1)C(=O)COc1ccc(CC(OCC)C(=O)O)cc1. Reaction SMILES: [CH2:1]([CH3:2])[O:3][C:4]([CH:5]([CH2:6][c:7]1[cH:8][cH:9][c:10]([O:13][CH2:14][C:15](=[O:16])[N:17]([CH2:18][CH2:19][c:20]2[cH:21][cH:22][cH:23][cH:24][cH:25]2)[CH2:26][CH2:27][CH2:28][CH2:29][CH2:30][CH3:31])[cH:11][cH:12]1)[O:32][CH2:33][CH3:34])=[O:35].[CH2:39]1[O:40][CH2:41][CH2:42][CH2:43]1.[ClH:38].[Li+:37].[OH-:36]>>[O:3]=[C:4]([CH:5]([CH2:6][c:7]1[cH:8][cH:9][c:10]([O:13][CH2:14][C:15](=[O:16])[N:17]([CH2:18][CH2:19][c:20]2[cH:21][cH:22][cH:23][cH:24][cH:25]2)[CH2:26][CH2:27][CH2:28][CH2:29][CH2:30][CH3:31])[cH:11][cH:12]1)[O:32][CH2:33][CH3:34])[OH:35]. Starting materials: C1(C=2C(C(=O)O1)=CC=CC2)=O (phthalic anhydride), C(C(=O)NN)(=O)NN (oxalic dihydrazide), O (water). Run in C=1(C(=CC=CC1)C)C (xylene). The product is C1(C=2C(C(N1NC(=O)C(=O)NN1C(C=3C(C1=O)=CC=CC3)=O)=O)=CC=CC2)=O (N,N'-bis(phthalimido)-oxamide). The yield is 94.0%. Reaction SMILES: [C:1]1(=[O:11])O[C:4](=[O:5])[C:3]2=[CH:7][CH:8]=[CH:9][CH:10]=[C:2]12.[C:12]([NH:18][NH2:19])(=[O:17])[C:13]([NH:15][NH2:16])=[O:14].[OH2:20]>C1(C)C(C)=CC=CC=1>[C:4]1(=[O:5])[N:16]([NH:15][C:13]([C:12]([NH:18][N:19]2[C:1](=[O:11])[C:2]3=[CH:10][CH:9]=[CH:8][CH:7]=[C:3]3[C:4]2=[O:5])=[O:17])=[O:14])[C:1](=[O:20])[C:2]2=[CH:10][CH:9]=[CH:8][CH:7]=[C:3]12. Reported procedure: Two moles of phthalic anhydride (296g) and one mole of oxalic dihydrazide (118 g) in xylene (2.5 l) were heated at reflux until two moles of water were removed (about 24 hours). The product was filtered and dried at 50° C. N,N'-bis(phthalimido)-oxamide was obtained in 94-6 percent yield. The compound was a white solid melting at 295° C (dec.) and having the following elemental analysis by weight percent: As a reaction SMILES: P([O-])([O-])([O-])=O.[K+].[K+].[K+].[F:9][C:10]1[C:15](B(O)O)=[CH:14][CH:13]=[CH:12][N:11]=1.[NH2:19][C:20]1[CH2:40][O:39][CH2:38][C@@:22]2([C:35]3[CH:34]=[C:33](Br)[CH:32]=[CH:31][C:30]=3[O:29][C:28]3[C:23]2=[CH:24][C:25]([OH:37])=[CH:26][CH:27]=3)[N:21]=1.O>O1CCOCC1>[NH2:19][C:20]1[CH2:40][O:39][CH2:38][C@@:22]2([C:35]3[CH:34]=[C:33]([C:15]4[C:10]([F:9])=[N:11][CH:12]=[CH:13][CH:14]=4)[CH:32]=[CH:31][C:30]=3[O:29][C:28]3[C:23]2=[CH:24][C:25]([OH:37])=[CH:26][CH:27]=3)[N:21]=1 |f:0.1.2.3|. Solvent: O1CCOCC1 (dioxane). Conditions: temperature 100 celsius. Product: NC1=N[C@@]2(C3=CC(=CC=C3OC=3C=CC(=CC23)C=2C(=NC=CC2)F)O)COC1 ((S)-5-amino-2′-(2-fluoropyridin-3-yl)-2,6-dihydrospiro[[1,4]oxazine-3,9′-xanthen]-7′-ol). Procedure: In a microwave vial, potassium phosphate (0.615 g, 2.90 mmol), bis[di-tert-butyl(4-dimethylaminophenyl)phosphine]dichloropalladium(II) (0.068 g, 0.097 mmol), 2-fluoropyridin-3-ylboronic acid (0.170 g, 1.208 mmol) and (R)-5-amino-2′-bromo-2,6-dihydrospiro[[1,4]oxazine-3,9′-xanthen]-7′-ol (0.349 g, 0.966 mmol) were suspended in dioxane (8 mL). Water (2 mL) was added, and argon gas was blown through the vessel, which was then sealed and heated in a 100° C. oil bath for 3 h. The reaction was concent... The reactants are P(=O)([O-])([O-])[O-].[K+].[K+].[K+] (potassium phosphate), NC1=N[C@@]2(C3=CC(=CC=C3OC=3C=CC(=CC23)Br)O)COC1 ((R)-5-amino-2′-bromo-2,6-dihydrospiro[[1,4]oxazine-3,9′-xanthen]-7′-ol), O (Water), bis[di-tert-butyl(4-dimethylaminophenyl)phosphine]dichloropalladium(II), FC1=NC=CC=C1B(O)O (2-fluoropyridin-3-ylboronic acid). Yields the product CC(C)(C)OC(=O)N1CC(CCNC2=C(c3ccccc3)S(=O)(=O)N(C(C)(C)C)C2=O)C1. The reactants are CC(C)(C)N1C(=O)C(Cl)=C(c2ccccc2)S1(=O)=O, CCOC(C)=O, CC(C)(C)OC(=O)N1CC(CCN)C1, CN(C)C=O. Reaction SMILES: [C:1]([CH3:2])([CH3:3])([CH3:4])[N:5]1[S:6](=[O:18])(=[O:19])[C:7]([c:12]2[cH:13][cH:14][cH:15][cH:16][cH:17]2)=[C:8]([Cl:11])[C:9]1=[O:10].[CH3:39][CH2:40][O:41][C:42]([CH3:43])=[O:44].[NH2:20][CH2:21][CH2:22][CH:23]1[CH2:24][N:25]([C:27](=[O:28])[O:29][C:30]([CH3:31])([CH3:32])[CH3:33])[CH2:26]1.[O:34]=[CH:35][N:36]([CH3:37])[CH3:38]>>[C:1]([CH3:2])([CH3:3])([CH3:4])[N:5]1[S:6](=[O:18])(=[O:19])[C:7]([c:12]2[cH:13][cH:14][cH:15][cH:16][cH:17]2)=[C:8]([NH:20][CH2:21][CH2:22][CH:23]2[CH2:24][N:25]([C:27](=[O:28])[O:29][C:30]([CH3:31])([CH3:32])[CH3:33])[CH2:26]2)[C:9]1=[O:10].